This data is from the Open Reaction Database (ORD), a public repository of structured organic reaction records. The task is: describe an organic reaction: reactants, conditions, products, and yield The reactants are C(C)(C)C1=C(C(=CC=C1)O)C (isopropyl-o-cresol), C(\C=C\C(=O)O)(=O)O (fumaric acid), C(CC[C@@H](C(=O)O)NC(=O)C1=CC=C(NCC2=CN=C3N=C(N)NC(=O)C3=N2)C=C1)(=O)O (folic acid). Yields the product NC1N=C2N=CC(=NC2=C(N1)O)CNC1=CC=C(C(=O)NC(CCC(=O)OC=2C(=C(OC(/C=C/C(=O)O)=O)C(=CC2)O)C(C)C)C(=O)O)C=C1 ((E)-4-[3-({4-[(4-{[(2-amino-4-hydroxy-2,3-dihydro-6-pteridinyl)methyl]amino}benzoyl)amino]-4-carboxybutanoyl}oxy)-6-hydroxy-2-isopropylphenoxy]-4-oxo-2-butenoic acid). As a reaction SMILES: [CH:1]([C:4]1[CH:9]=[CH:8][CH:7]=[C:6]([OH:10])[C:5]=1C)([CH3:3])[CH3:2].[C:12]([OH:19])(=[O:18])/[CH:13]=[CH:14]/[C:15]([OH:17])=[O:16].[C:20]([OH:51])(=[O:50])[CH2:21][CH2:22][C@H:23]([NH:27][C:28]([C:30]1[CH:49]=[CH:48][C:33]([NH:34][CH2:35][C:36]2[N:47]=[C:46]3[C:39]([N:40]=[C:41]([NH:43][C:44]3=[O:45])[NH2:42])=[N:38][CH:37]=2)=[CH:32][CH:31]=1)=[O:29])[C:24]([OH:26])=[O:25]>>[NH2:42][CH:41]1[NH:43][C:44]([OH:45])=[C:46]2[C:39]([N:38]=[CH:37][C:36]([CH2:35][NH:34][C:33]3[CH:32]=[CH:31][C:30]([C:28]([NH:27][CH:23]([C:24]([OH:26])=[O:25])[CH2:22][CH2:21][C:20]([O:51][C:9]4[C:4]([CH:1]([CH3:2])[CH3:3])=[C:5]([C:6]([OH:10])=[CH:7][CH:8]=4)[O:16][C:15](=[O:17])/[CH:14]=[CH:13]/[C:12]([OH:19])=[O:18])=[O:50])=[O:29])=[CH:49][CH:48]=3)=[N:47]2)=[N:40]1. Procedure details: A second antimicrobial compound was formed by combining the isopropyl-o-cresol from Example 2 with fumaric acid and folic acid. (E)-4-[3-({4-[(4-{[(2-amino-4-hydroxy-2,3-dihydro-6-pteridinyl)methyl]amino}benzoyl)amino]-4-carboxybutanoyl}oxy)-6-hydroxy-2-isopropylphenoxy]-4-oxo-2-butenoic acid (fumo-cresol-folin or FCF), was formed by combining 50 grams isopropyl-o-cresol was combined with 25 ml fumaric acid (90% purity), and 25 ml folic acid (95% purity). The mixture was heated to a temperature ... The reactants are S(=O)(=O)(Cl)Cl (Sulphuryl chloride), O=C(CC(=O)OCC)CCC (ethyl 3-oxohexanoate). Run in C(Cl)(Cl)Cl (chloroform). Yields the product ClC(C(=O)OCC)C(CCC)=O (Ethyl 2-chloro-3-oxohexanoate). Reaction SMILES: S(Cl)([Cl:4])(=O)=O.[O:6]=[C:7]([CH2:14][CH2:15][CH3:16])[CH2:8][C:9]([O:11][CH2:12][CH3:13])=[O:10]>C(Cl)(Cl)Cl>[Cl:4][CH:8]([C:7](=[O:6])[CH2:14][CH2:15][CH3:16])[C:9]([O:11][CH2:12][CH3:13])=[O:10]. Procedure details: Sulphuryl chloride (175 ml) was added to a rapidly stirred and cooled solution of ethyl 3-oxohexanoate (300 ml) in chloroform (150 ml) whilst maintaining the temperature at 10°-15°. The mixture was stirred overnight at room temperature, then heated under reflux for 0.5 h. The cooled reaction mixture was washed with water (0.5 l), 2N sodium bicarbonate (0.5 l) and water (0.5 l), dried and concentrated in vacuo. Fractionation gave the title compound (341.8 g) as a pale yellow liquid b.p. 106°-108°... Reactants: N#Cc1ccc(OCc2ccccc2)cc1, CC(C)(C)O, [K+], [OH-]. The product is NC(=O)c1ccc(OCc2ccccc2)cc1. As a reaction SMILES: [CH2:1]([c:2]1[cH:3][cH:4][cH:5][cH:6][cH:7]1)[O:8][c:9]1[cH:10][cH:11][c:12]([C:13]#[N:14])[cH:15][cH:16]1.[CH3:19][C:20]([OH:21])([CH3:22])[CH3:23].[K+:18].[OH-:17]>>[CH2:1]([c:2]1[cH:3][cH:4][cH:5][cH:6][cH:7]1)[O:8][c:9]1[cH:10][cH:11][c:12]([C:13]([NH2:14])=[O:17])[cH:15][cH:16]1.